From a dataset of the Open Reaction Database (ORD), a public repository of structured organic reaction records. describe an organic reaction: reactants, conditions, products, and yield Reactants: C1(=CC=CC=C1)C (toluene), ClC=1C=C(N)C=CC1C(C)C (3-chloro-4-isopropylaniline), CC(C(=O)Cl)CCC (2-methylvaleryl chloride). The solvent is N1=CC=CC=C1 (pyridine). Conditions: time 20 minute. Yields the product ClC=1C=C(C=CC1C(C)C)NC(C(CCC)C)=O (N-(3-chloro-4-isopropylphenyl)-2-methylvaleramide). Isolated yield 0.0%. RXN SMILES: C1(C)C=CC=CC=1.[Cl:8][C:9]1[CH:10]=[C:11]([CH:13]=[CH:14][C:15]=1[CH:16]([CH3:18])[CH3:17])[NH2:12].[CH3:19][CH:20]([CH2:24][CH2:25][CH3:26])[C:21](Cl)=[O:22]>N1C=CC=CC=1>[Cl:8][C:9]1[CH:10]=[C:11]([NH:12][C:21](=[O:22])[CH:20]([CH3:19])[CH2:24][CH2:25][CH3:26])[CH:13]=[CH:14][C:15]=1[CH:16]([CH3:18])[CH3:17]. Procedure: To 36 ml of toluene were added 1.0 g (5.9/1000 mole) of 3-chloro-4-isopropylaniline and 0.7 g of pyridine, and 0.9 g (5.9/1000 mole) of 2-methylvaleryl chloride was added. The mixture was stirred at room temperature for 20 minutes. The crystals that precipitated were separated by filtration. Water (70 ml) was added to the filtrate, and the mixture was extracted with toluene. The toluene solution was washed with a saturated aqueous solution of sodium hydrogen carbonate, and dried over anhydrous s... Starting materials: [H-].[Na+] (sodium hydride), S1C2=C(C=C1)C=CC=C2C2=C(C=CC=C2)O (2-benzo[b]thiophen-7-yl-phenol), C(C)(C)(C)OC(NCCBr)=O ((2-bromo-ethyl)-carbamic acid tert-butyl ester). Solvent: C(Cl)(Cl)Cl.CC(C)O (chloroform IPA), CN(C)C=O (DMF). Run at time 1 hour. Yields the product C(C)(C)(C)OC(NCCOC1=C(C=CC=C1)C1=CC=CC2=C1SC=C2)=O ([2-(2-Benzo[b]thiophen-7-yl-phenoxy)-ethyl]-carbamic acid tert-butyl ester). Yield: 86.1%. RXN SMILES: [H-].[Na+].[S:3]1[CH:7]=[CH:6][C:5]2[CH:8]=[CH:9][CH:10]=[C:11]([C:12]3[CH:17]=[CH:16][CH:15]=[CH:14][C:13]=3[OH:18])[C:4]1=2.[C:19]([O:23][C:24](=[O:29])[NH:25][CH2:26][CH2:27]Br)([CH3:22])([CH3:21])[CH3:20]>CN(C=O)C.C(Cl)(Cl)Cl.CC(O)C>[C:19]([O:23][C:24](=[O:29])[NH:25][CH2:26][CH2:27][O:18][C:13]1[CH:14]=[CH:15][CH:16]=[CH:17][C:12]=1[C:11]1[C:4]2[S:3][CH:7]=[CH:6][C:5]=2[CH:8]=[CH:9][CH:10]=1)([CH3:22])([CH3:21])[CH3:20] |f:0.1,5.6|. Procedure details: Add sodium hydride (424 mg, 18 mmol) to a solution of 2-benzo[b]thiophen-7-yl-phenol (1 g, 4.4 mmol) in 10 mL of DMF. Stir the mixture at RT for 1 h and add (2-bromo-ethyl)-carbamic acid tert-butyl ester (2 g, 8.9 mmol). Continue to stir the reaction mixture for another 4 h at RT. Dilute the mixture with chloroform-IPA (3:1, 100 mL). Wash the organic phase with aqueous saturated sodium chloride and water. Dry the mixture over sodium sulfate. Concentrate the solution in vacuo. Purify the residue ... The reactants are CC(=O)NCCCN(C)C, CCOCC, CC(C)=CCCC(C)=CCOC(=O)CCl. RXN SMILES: [C:1]([CH3:2])(=[O:3])[NH:4][CH2:5][CH2:6][CH2:7][N:8]([CH3:9])[CH3:10].[CH3:26][CH2:27][O:28][CH2:29][CH3:30].[Cl:11][CH2:12][C:13](=[O:14])[O:15][CH2:16][CH:17]=[C:18]([CH3:19])[CH2:20][CH2:21][CH:22]=[C:23]([CH3:24])[CH3:25]>>[C:1]([CH3:2])(=[O:3])[NH:4][CH2:5][CH2:6][CH2:7][N+:8]([CH3:9])([CH3:10])[CH2:12][C:13](=[O:14])[O:15][CH2:16][CH:17]=[C:18]([CH3:19])[CH2:20][CH2:21][CH:22]=[C:23]([CH3:24])[CH3:25].[Cl-:11]. The product is CC(=O)NCCC[N+](C)(C)CC(=O)OCC=C(C)CCC=C(C)C, [Cl-]. The reactants are O=C(Cl)Oc1ccc([N+](=O)[O-])cc1, ClCCl, OC1(C(F)(F)F)CCC1, c1ccncc1. Product: O=C(Oc1ccc([N+](=O)[O-])cc1)OC1(C(F)(F)F)CCC1. As a reaction SMILES: [Cl:16][C:17](=[O:18])[O:19][c:20]1[cH:21][cH:22][c:23]([N+:26](=[O:27])[O-:28])[cH:24][cH:25]1.[Cl:29][CH2:30][Cl:31].[F:1][C:2]([C:3]1([OH:7])[CH2:4][CH2:5][CH2:6]1)([F:8])[F:9].[cH:10]1[cH:11][cH:12][n:13][cH:14][cH:15]1>>[F:1][C:2]([C:3]1([O:7][C:17](=[O:18])[O:19][c:20]2[cH:21][cH:22][c:23]([N+:26](=[O:27])[O-:28])[cH:24][cH:25]2)[CH2:4][CH2:5][CH2:6]1)([F:8])[F:9].